From a dataset of the Open Reaction Database (ORD), a public repository of structured organic reaction records. describe an organic reaction: reactants, conditions, products, and yield As a reaction SMILES: [CH2:25]([N:26]([S:27]([F:28])([F:29])[F:31])[CH2:30][CH3:32])[CH3:33].[Cl:39][CH2:40][Cl:41].[F:1][CH:2]([O:3][c:4]1[cH:5][cH:6][c:7]([C:10]([C:11](=[O:12])[c:13]2[cH:14][c:15]([C:19]#[C:20][CH2:21][OH:22])[cH:16][cH:17][cH:18]2)=[O:23])[cH:8][cH:9]1)[F:24].[Na+:38].[O-:34][C:35]([OH:36])=[O:37]>>[F:1][CH:2]([O:3][c:4]1[cH:5][cH:6][c:7]([C:10]([C:11](=[O:12])[c:13]2[cH:14][c:15]([C:19]#[C:20][CH2:21][F:31])[cH:16][cH:17][cH:18]2)=[O:23])[cH:8][cH:9]1)[F:24]. The reactants are CCN(CC)S(F)(F)F, ClCCl, O=C(C(=O)c1cccc(C#CCO)c1)c1ccc(OC(F)F)cc1, [Na+], O=C([O-])O. Yields the product O=C(C(=O)c1cccc(C#CCF)c1)c1ccc(OC(F)F)cc1. Reactants: ClC(=O)OCC1=CC=C(C=C1)[N+](=O)[O-] (p-nitrobenzyl chloroformate), OCCN1CCN(CC1)C(=O)[C@H]1N(C[C@H](C1)SCC1=CC=C(C=C1)OC)C(=O)OCC1=CC=C(C=C1)[N+](=O)[O-] ((2S,4S)-2-[4-(2-hydroxyethyl)-1-piperazinylcarbonyl]-4-(4-methoxybenzylthio)-1-(4-nitrobenzyloxycarbonyl)pyrrolidine). Reagents/catalysts: CN(C1=CC=NC=C1)C (4-dimethylaminopyridine). The solvent is C(Cl)Cl (methylene chloride), C(Cl)Cl (methylene chloride), C(C)(=O)OCC (ethyl acetate). Reaction conditions: time 1 hour. The product is [N+](=O)([O-])C1=CC=C(COC(=O)OCCN2CCN(CC2)C(=O)[C@H]2N(C[C@H](C2)SCC2=CC=C(C=C2)OC)C(=O)OCC2=CC=C(C=C2)[N+](=O)[O-])C=C1 ((2S,4S)-2-{4-[2-(4-Nitrobenzyloxycarbonyl)oxyethyl]-1-piperazinylcarbonyl}-4-(4-methoxybenzylthio)-1-(4-nitrobenzyloxycarbonyl)pyrrolidine). The yield is 89.3%. RXN SMILES: Cl[C:2]([O:4][CH2:5][C:6]1[CH:11]=[CH:10][C:9]([N+:12]([O-:14])=[O:13])=[CH:8][CH:7]=1)=[O:3].[OH:15][CH2:16][CH2:17][N:18]1[CH2:23][CH2:22][N:21]([C:24]([C@@H:26]2[CH2:30][C@H:29]([S:31][CH2:32][C:33]3[CH:38]=[CH:37][C:36]([O:39][CH3:40])=[CH:35][CH:34]=3)[CH2:28][N:27]2[C:41]([O:43][CH2:44][C:45]2[CH:50]=[CH:49][C:48]([N+:51]([O-:53])=[O:52])=[CH:47][CH:46]=2)=[O:42])=[O:25])[CH2:20][CH2:19]1>CN(C)C1C=CN=CC=1.C(Cl)Cl.C(OCC)(=O)C>[N+:12]([C:9]1[CH:10]=[CH:11][C:6]([CH2:5][O:4][C:2]([O:15][CH2:16][CH2:17][N:18]2[CH2:19][CH2:20][N:21]([C:24]([C@@H:26]3[CH2:30][C@H:29]([S:31][CH2:32][C:33]4[CH:34]=[CH:35][C:36]([O:39][CH3:40])=[CH:37][CH:38]=4)[CH2:28][N:27]3[C:41]([O:43][CH2:44][C:45]3[CH:50]=[CH:49][C:48]([N+:51]([O-:53])=[O:52])=[CH:47][CH:46]=3)=[O:42])=[O:25])[CH2:22][CH2:23]2)=[O:3])=[CH:7][CH:8]=1)([O-:14])=[O:13]. Procedure details: 5.86 g of 4-dimethylaminopyridine and a solution of 10.35 g of p-nitrobenzyl chloroformate in 40 ml of anhydrous methylene chloride were added to a solution of 22.35 g of (2S,4S)-2-[4-(2-hydroxyethyl)-1-piperazinylcarbonyl]-4-(4-methoxybenzylthio)-1-(4-nitrobenzyloxycarbonyl)pyrrolidine (prepared as described in Preparation 7) in 160 ml of anhydrous methylene chloride, and the resulting mixture was stirred at room temperature for 1 hour. At the end of this time, the reaction mixture was diluted ... Reactants: FC1=C2CC[C@@H](CC2=CC(=C1)F)N1C(NC=C1CO)=S ((S)-1-(5,7-difluoro-1,2,3,4-tetrahydronaphthalen-2-yl)-5-hydroxymethyl-1,3-dihydroimidazole-2-thione), S(=O)(Cl)Cl (thionyl chloride), N1CCCC1 (pyrrolidine). Reagents/catalysts: CN(C)C=O (DMF). Run at time 0.5 hour. Yields the product FC1=C2CC[C@@H](CC2=CC(=C1)F)N1C(NC=C1CN1CCCC1)=S ((S)-1-(5,7-difluoro-1,2,3,4-tetrahydronaphthalen-2-yl)-1,3-dihydro-5-(pyrrolidin-1-ylmethyl)-imidazole-2-thione). Isolated yield 61.7%. Reaction SMILES: [F:1][C:2]1[CH:11]=[C:10]([F:12])[CH:9]=[C:8]2[C:3]=1[CH2:4][CH2:5][C@H:6]([N:13]1[C:17]([CH2:18]O)=[CH:16][NH:15][C:14]1=[S:20])[CH2:7]2.S(Cl)(Cl)=O.[NH:25]1[CH2:29][CH2:28][CH2:27][CH2:26]1>CN(C=O)C>[F:1][C:2]1[CH:11]=[C:10]([F:12])[CH:9]=[C:8]2[C:3]=1[CH2:4][CH2:5][C@H:6]([N:13]1[C:17]([CH2:18][N:25]3[CH2:29][CH2:28][CH2:27][CH2:26]3)=[CH:16][NH:15][C:14]1=[S:20])[CH2:7]2. Reported procedure: A solution of (S)-1-(5,7-difluoro-1,2,3,4-tetrahydronaphthalen-2-yl)-5-hydroxymethyl-1,3-dihydroimidazole-2-thione (140 mg, 0.47 mmol), prepared as in Example 18, in 20 mL of THP and 1 drop of DMF was cooled to between 0° and 5° C. and thionyl chloride (13.7M, 109 μL, 1.49 mmol) was added drop-wise under a nitrogen atmosphere. The mixture was stirred at room temperature for 0.5 hours, under reflux for 0.5 hours and again at room temperature for 0.5 hours. The mixture then was cooled to between 0... Starting materials: Br, CC(=O)O[BH-](OC(C)=O)OC(C)=O, C1CCOC1, CC(C)=O, CC(=O)O, CO, [Na+], O, c1ccc(-c2csc(C3CCNCC3)n2)cc1. Product: CC(C)N1CCC(c2nc(-c3ccccc3)cs2)CC1. As a reaction SMILES: [BrH:1].[C:23]([O:24][BH-:25]([O:26][C:27](=[O:28])[CH3:29])[O:30][C:31](=[O:32])[CH3:33])(=[O:34])[CH3:35].[CH2:38]1[O:39][CH2:40][CH2:41][CH2:42]1.[CH3:19][C:20]([CH3:21])=[O:22].[CH3:43][C:44](=[O:45])[OH:46].[CH3:47][OH:48].[Na+:36].[OH2:37].[c:2]1(-[c:8]2[n:9][c:10]([CH:13]3[CH2:14][CH2:15][NH:16][CH2:17][CH2:18]3)[s:11][cH:12]2)[cH:3][cH:4][cH:5][cH:6][cH:7]1>>[c:2]1(-[c:8]2[n:9][c:10]([CH:13]3[CH2:14][CH2:15][N:16]([CH:20]([CH3:19])[CH3:21])[CH2:17][CH2:18]3)[s:11][cH:12]2)[cH:3][cH:4][cH:5][cH:6][cH:7]1. Starting materials: ClC1=NC=CC2=C1CN(C2=O)CC2=NC=C(C(=C2)C)OCC(F)F (4-chloro-2-((5-(2,2-difluoroethoxy)-4-methylpyridin-2-yl)methyl)-2,3-dihydro-1H-pyrrolo[3,4-c]pyridin-1-one), C(=O)OC1=CC=CC=C1 (phenyl formate). Yields the product FC(COC=1C(=CC(=NC1)CN1CC=2C(=NC=CC2C1=O)C(=O)OC1=CC=CC=C1)C)F (phenyl 2-((5-(2,2-difluoroethoxy)-4-methylpyridin-2-yl)methyl)-1-oxo-2,3-dihydro-1H-pyrrolo[3,4-c]pyridine-4-carboxylate). Yield: 68.0%. As a reaction SMILES: Cl[C:2]1[C:7]2[CH2:8][N:9]([CH2:12][C:13]3[CH:18]=[C:17]([CH3:19])[C:16]([O:20][CH2:21][CH:22]([F:24])[F:23])=[CH:15][N:14]=3)[C:10](=[O:11])[C:6]=2[CH:5]=[CH:4][N:3]=1.[CH:25]([O:27][C:28]1[CH:33]=[CH:32][CH:31]=[CH:30][CH:29]=1)=[O:26]>>[F:23][CH:22]([F:24])[CH2:21][O:20][C:16]1[C:17]([CH3:19])=[CH:18][C:13]([CH2:12][N:9]2[C:10](=[O:11])[C:6]3[CH:5]=[CH:4][N:3]=[C:2]([C:25]([O:27][C:28]4[CH:33]=[CH:32][CH:31]=[CH:30][CH:29]=4)=[O:26])[C:7]=3[CH2:8]2)=[N:14][CH:15]=1. Reported procedure: The title compound is prepared in 68% yield (200 mg, pale brown solid) from 4-chloro-2-((5-(2,2-difluoroethoxy)-4-methylpyridin-2-yl)methyl)-2,3-dihydro-1H-pyrrolo[3,4-c]pyridin-1-one (240 mg, 0.68 mmol, Intermediate-69) and phenyl formate (170 mg, 1.4 mmol) in a similar manner to Intermediate-91. Reactants: CSC=1C=C(C2=CC=CC=C2C1O)CC(P(OCC)(=O)OCC)P(OCC)(=O)OCC (tetraethyl 2-[3-methylthio-4-hydroxy-1-naphthyl]ethane-1,1-diphosphonate), C[Si](C)(C)Br (trimethylsilyl bromide). The product is CSC=1C=C(C2=CC=CC=C2C1O)CC(P(O)(=O)O)P(O)(=O)O (2-[3-Methylthio-4-hydroxy-1-naphthyl]ethane-1,1-diphosphonic Acid). The yield is 71.0%. Reaction SMILES: [CH3:1][S:2][C:3]1[CH:4]=[C:5]([CH2:14][CH:15]([P:24]([O:29]CC)(=[O:28])[O:25]CC)[P:16]([O:21]CC)(=[O:20])[O:17]CC)[C:6]2[C:11]([C:12]=1[OH:13])=[CH:10][CH:9]=[CH:8][CH:7]=2.C[Si](Br)(C)C>>[CH3:1][S:2][C:3]1[CH:4]=[C:5]([CH2:14][CH:15]([P:16]([OH:21])(=[O:17])[OH:20])[P:24]([OH:28])(=[O:25])[OH:29])[C:6]2[C:11]([C:12]=1[OH:13])=[CH:10][CH:9]=[CH:8][CH:7]=2. Reported procedure: Following the same method as described in Example 2, 7.36 g (15 mmol) of tetraethyl 2-[3-methylthio-4-hydroxy-1-naphthyl]ethane-1,1-diphosphonate was treated with trimethylsilyl bromide, and then hydrolysis was effected to obtain 4.03 g of the title compound as pale yellow crystals. The yield was 71%. Procedure: Dissolve (S)-2-sec-butylamino-6-(2-oxopropyl)-isonicotinic acid methyl ester (50 mg, 0.19 mmol) in THF (2 mL). Slowly add 1 N lithium hydroxide (0.28 mL) and stir overnight at room temperature. Acidify the mixture to about pH=6 by 5 N HCl and concentrate to near dryness. Dilute with ethyl acetate (10 mL) and wash the organic layer with saturated aqueous sodium chloride. Dry (magnesium sulfate) and concentrate to give the title compound as a solid. The solvent is C1CCOC1 (THF). Product: [C@H](C)(CC)NC=1C=C(C(=O)O)C=C(N1)CC(C)=O ((S)-2-sec-Butylamino-6-(2-oxopropyl)-isonicotinic acid). Reaction SMILES: C[O:2][C:3](=[O:19])[C:4]1[CH:9]=[C:8]([CH2:10][C:11](=[O:13])[CH3:12])[N:7]=[C:6]([NH:14][C@H:15]([CH2:17][CH3:18])[CH3:16])[CH:5]=1.[OH-].[Li+].Cl>C1COCC1>[C@@H:15]([NH:14][C:6]1[CH:5]=[C:4]([CH:9]=[C:8]([CH2:10][C:11](=[O:13])[CH3:12])[N:7]=1)[C:3]([OH:19])=[O:2])([CH2:17][CH3:18])[CH3:16] |f:1.2|. Starting materials: [OH-].[Li+] (lithium hydroxide), COC(C1=CC(=NC(=C1)CC(C)=O)N[C@@H](C)CC)=O ((S)-2-sec-butylamino-6-(2-oxopropyl)-isonicotinic acid methyl ester), Cl (HCl). Starting materials: C1CCOC1, CCOC(=O)c1cn2c3ccccc3n(C)c2n1, ClCCl, O=[Mn]=O. Yields the product Cn1c2ccccc2n2cc(C=O)nc12. As a reaction SMILES: [CH2:19]1[O:20][CH2:21][CH2:22][CH2:23]1.[CH3:1][n:2]1[c:3]2[n:4]([c:5]3[c:6]1[cH:7][cH:8][cH:9][cH:10]3)[cH:11][c:12]([C:14](=[O:15])[O:16][CH2:17][CH3:18])[n:13]2.[Cl:24][CH2:25][Cl:26].[O:27]=[Mn:28]=[O:29]>>[CH3:1][n:2]1[c:3]2[n:4]([c:5]3[c:6]1[cH:7][cH:8][cH:9][cH:10]3)[cH:11][c:12]([CH:14]=[O:15])[n:13]2. Starting materials: CCc1nc(I)cn1CCN, COc1ccc(CCC=O)cc1F. Yields the product CCc1nc(I)c2n1CCNC2CCc1ccc(OC)c(F)c1. As a reaction SMILES: [CH2:1]([CH3:2])[c:3]1[n:4]([CH2:9][CH2:10][NH2:11])[cH:5][c:6]([I:8])[n:7]1.[F:12][c:13]1[cH:14][c:15]([CH2:21][CH2:22][CH:23]=[O:24])[cH:16][cH:17][c:18]1[O:19][CH3:20]>>[CH2:1]([CH3:2])[c:3]1[n:4]2[c:5]([c:6]([I:8])[n:7]1)[CH:23]([CH2:22][CH2:21][c:15]1[cH:14][c:13]([F:12])[c:18]([O:19][CH3:20])[cH:17][cH:16]1)[NH:11][CH2:10][CH2:9]2. RXN SMILES: N[C:2]1[C:3]([CH3:15])=[CH:4][C:5]([NH:8][C:9](=[O:14])[C:10]([CH3:13])([CH3:12])[CH3:11])=[N:6][CH:7]=1.N(OCCC(C)C)=O.[I:24]CI>>[I:24][C:2]1[C:3]([CH3:15])=[CH:4][C:5]([NH:8][C:9](=[O:14])[C:10]([CH3:13])([CH3:12])[CH3:11])=[N:6][CH:7]=1. The product is IC=1C(=CC(=NC1)NC(C(C)(C)C)=O)C (5-Iodo-4-methyl-2-(trimethylacetyl)aminopyridine). Reaction conditions: temperature 85 celsius. Reactants: NC=1C(=CC(=NC1)NC(C(C)(C)C)=O)C (5-amino-4-methyl-2-(trimethylacetyl)aminopyridine), ICI (diiodomethane), N(=O)OCCC(C)C (isoamyl nitrite). Procedure details: A mixture of 5-amino-4-methyl-2-(trimethylacetyl)aminopyridine (1.0 g, 4.82 mmol) in 34 mL of diiodomethane containing isoamyl nitrite (4.0 mL, 29.77 mmol) was heated at 85° C. for 0.5 h, cooled to room temperature and evaporated at 60° C. under high vacuum to give a red semi-solid. The crude material was purified by silica gel column chromatography using 10% ether/hexane as eluant to give the title compound.